Task: describe an organic reaction: reactants, conditions, products, and yield. Dataset: the Open Reaction Database (ORD), a public repository of structured organic reaction records The reactants are N1=C(C=NC=C1)C(=O)OC (Methyl 2-pyrazine carboxylate), NN (hydrazine). Solvent: CO (methanol). Reaction conditions: time 1.5 hour. Product: N1=C(C=NC=C1)C(=O)NN (Pyrazine-2-hydrazide). As a reaction SMILES: [N:1]1[CH:6]=[CH:5][N:4]=[CH:3][C:2]=1[C:7]([O:9]C)=O.[NH2:11][NH2:12]>CO>[N:1]1[CH:6]=[CH:5][N:4]=[CH:3][C:2]=1[C:7]([NH:11][NH2:12])=[O:9]. Procedure: To a solution of the product from Example 1 step c) (22 g, 159 mmol) in methanol (250 ml) was slowly added hydrazine monhydrate (36.6 ml, 710 mmol). The reaction mixture was stirred for 1.5 h. The precipitate produced was filtered, washed with diethyl ether and dried in the oven at 80° C. to give the required product (30 g). 1H NMR (250 MHz, DMSO) δ 4.66 (2H, broad peak), 8.66 (1H, m), 8.84 (1H, d, J=2.5 Hz), 9.13 (1H, d, J=2.5 Hz), 10.15 (1H, broad peak); MS (ES+) m/e 139 [MH+].